describe an organic reaction: reactants, conditions, products, and yield From a dataset of the Open Reaction Database (ORD), a public repository of structured organic reaction records. The reactants are C1(=CC=CC=C1)S(=O)(=O)N1C=CC2=C(C=CC=C12)CN1CC(N(CC1)C(=O)OC(C)(C)C)C(=O)OC (1-tert-Butyl 2-methyl 4-{[1-(phenylsulfonyl)-1H-indol-4-yl]methyl}piperazine-1,2-dicarboxylate), Intermediate 50, C1CCOC1 (THF). Solvent: [OH-].[K+] (KOH), CO (MeOH). The product is C(C)(C)(C)OC(=O)N1C(CN(CC1)CC1=C2C=CN(C2=CC=C1)S(=O)(=O)C1=CC=CC=C1)C(=O)O (1-(tert-Butoxycarbonyl)-4-{[1-(phenylsulfonyl)-1H-indol-4-yl]methyl}piperazine-2-carboxylic acid). As a reaction SMILES: [C:1]1([S:7]([N:10]2[C:18]3[C:13](=[C:14]([CH2:19][N:20]4[CH2:25][CH2:24][N:23]([C:26]([O:28][C:29]([CH3:32])([CH3:31])[CH3:30])=[O:27])[CH:22]([C:33]([O:35]C)=[O:34])[CH2:21]4)[CH:15]=[CH:16][CH:17]=3)[CH:12]=[CH:11]2)(=[O:9])=[O:8])[CH:6]=[CH:5][CH:4]=[CH:3][CH:2]=1.C1COCC1>[OH-].[K+].CO>[C:29]([O:28][C:26]([N:23]1[CH2:24][CH2:25][N:20]([CH2:19][C:14]2[CH:15]=[CH:16][CH:17]=[C:18]3[C:13]=2[CH:12]=[CH:11][N:10]3[S:7]([C:1]2[CH:6]=[CH:5][CH:4]=[CH:3][CH:2]=2)(=[O:8])=[O:9])[CH2:21][CH:22]1[C:33]([OH:35])=[O:34])=[O:27])([CH3:32])([CH3:30])[CH3:31] |f:2.3|. Procedure: 1-tert-Butyl 2-methyl 4-{[1-(phenylsulfonyl)-1H-indol-4-yl]methyl}piperazine-1,2-dicarboxylate (all of Intermediate 50) was dissolved in 1M KOH (3 mL) in MeOH (3 mL) and THF (3 mL) and stirred overnight. The mixture was evaporated and diluted with dichloromethane and water. pH was adjusted to 4 with 1N HCl (2.5 mL) and saturated solution of dihydrogenphosphate. The organic phase was evaporated and purified by flash chromatography using 2.5% MeOH to 5% MeOH in dichloromethane. Yield: 85 mg (30%, ... Starting materials: [BH4-], COC(=O)c1cc(C(O)CNC(C)(C)CCN2C=CN(c3ccc(OC)cc3)C2)ccc1OCc1ccccc1, CCO, [Ca+2], [Cl-], [Cl-], [Na+], C1CCOC1. Yields the product COc1ccc(N2C=CN(CCC(C)(C)NCC(O)c3ccc(OCc4ccccc4)c(CO)c3)C2)cc1. RXN SMILES: [BH4-:44].[CH2:1]([c:2]1[cH:3][cH:4][cH:5][cH:6][cH:7]1)[O:8][c:9]1[c:10]([C:11](=[O:12])[O:13][CH3:14])[cH:15][c:16]([CH:19]([CH2:20][NH:21][C:22]([CH2:23][CH2:24][N:25]2[CH2:26][N:27]([c:30]3[cH:31][cH:32][c:33]([O:36][CH3:37])[cH:34][cH:35]3)[CH:28]=[CH:29]2)([CH3:38])[CH3:39])[OH:40])[cH:17][cH:18]1.[CH3:51][CH2:52][OH:53].[Ca+2:43].[Cl-:41].[Cl-:42].[Na+:45].[O:46]1[CH2:47][CH2:48][CH2:49][CH2:50]1>>[CH2:1]([c:2]1[cH:3][cH:4][cH:5][cH:6][cH:7]1)[O:8][c:9]1[c:10]([CH2:11][OH:12])[cH:15][c:16]([CH:19]([CH2:20][NH:21][C:22]([CH2:23][CH2:24][N:25]2[CH2:26][N:27]([c:30]3[cH:31][cH:32][c:33]([O:36][CH3:37])[cH:34][cH:35]3)[CH:28]=[CH:29]2)([CH3:38])[CH3:39])[OH:40])[cH:17][cH:18]1. Reactants: CC=1C=C(C=CC1)CCO (2-(3-methylphenyl)-ethanol), C1(=CC=CC=C1)P(C1=CC=CC=C1)C1=CC=CC=C1 (triphenylphosphine), C([O-])([O-])=O.[K+].[K+] (potassium carbonate), COC(=O)C1(CC2=CC=CC=C2C1)NC(C1=CC(=C(C=C1)C(F)(F)F)OC(C)=O)=O (2-(3-Acetoxy-4-trifluoromethyl-benzoylamino)-indane-2-carboxylic acid methyl ester), Cl (hydrochloric acid), CC(C)OC(=O)/N=N/C(=O)OC(C)C (DIAD). Run in CO (methanol). Run at time 30 minute. Product: COC(=O)C1(CC2=CC=CC=C2C1)NC(C1=CC(=C(C=C1)C(F)(F)F)OCCC=1C=C(C=CC1)C)=O (2-[3-(2-m-Tolyl-ethoxy)-4-trifluoromethyl-benzoylamino]-indane-2-carboxylic acid methyl ester). Yield: 43.6%. Reaction SMILES: [CH3:1][O:2][C:3]([C:5]1([NH:14][C:15](=[O:30])[C:16]2[CH:21]=[CH:20][C:19]([C:22]([F:25])([F:24])[F:23])=[C:18]([O:26][C:27](=O)[CH3:28])[CH:17]=2)[CH2:13][C:12]2[C:7](=[CH:8][CH:9]=[CH:10][CH:11]=2)[CH2:6]1)=[O:4].C(=O)([O-])[O-].[K+].[K+].Cl.[CH3:38][C:39]1[CH:40]=[C:41](CCO)[CH:42]=[CH:43][CH:44]=1.C1(P(C2C=CC=CC=2)C2C=CC=CC=2)C=CC=CC=1.CC(OC(/N=N/C(OC(C)C)=O)=O)C>CO>[CH3:1][O:2][C:3]([C:5]1([NH:14][C:15](=[O:30])[C:16]2[CH:21]=[CH:20][C:19]([C:22]([F:23])([F:25])[F:24])=[C:18]([O:26][CH2:27][CH2:28][C:43]3[CH:44]=[C:39]([CH3:38])[CH:40]=[CH:41][CH:42]=3)[CH:17]=2)[CH2:13][C:12]2[C:7](=[CH:8][CH:9]=[CH:10][CH:11]=2)[CH2:6]1)=[O:4] |f:1.2.3|. Procedure: 200 mg (0.48 mmol) of the compound of step 2 were dissolved in 5 ml of methanol, 13.1 mg (0.1 mmol) of potassium carbonate were added and the mixture was stirred for 30 min. The mixture was acidified with 1 N hydrochloric acid and extracted three times with 20 ml portions of EA. The combined organic phases were dried and evaporated. The residue was dissolved in 5 ml of THF, 96.9 mg (0.71 mmol) of 2-(3-methylphenyl)-ethanol and 186.7 mg (0.71 mmol) of triphenylphosphine were added, the mixture wa... Reactants: N(C(=O)C)C1=CC=C(N)C=C1 (4-Acetaminoaniline), C(=O)(N1C=NC=C1)N1C=NC=C1 (carbonyidiimidazole), COC(CNC1=CC=C(C=C1)OC1=CC=CC=C1)OC ((2,2-dimethoxyethyl)-(4-phenoxyphenyl)amine), crude product, FC(C(=O)O)(F)F (trifluoroacetic acid). The product is O=C1N(C=CN1C1=CC=C(C=C1)OC1=CC=CC=C1)C1=CC=C(C=C1)NC(C)=O (N-{4-[2-Oxo-3-(4-phenoxyphenyl)-2,3-dihydroimidazol-1-yl]phenyl}acetamide). Reaction SMILES: [NH:1]([C:5]1[CH:11]=[CH:10][C:8]([NH2:9])=[CH:7][CH:6]=1)[C:2]([CH3:4])=[O:3].[C:12]([N:19]1[CH:23]=[CH:22]N=[CH:20]1)(N1C=CN=C1)=[O:13].COC(OC)CN[C:29]1[CH:34]=[CH:33][C:32]([O:35][C:36]2[CH:41]=[CH:40]C=[CH:38][CH:37]=2)=[CH:31][CH:30]=1.FC(F)(F)C(O)=O>>[O:13]=[C:12]1[N:19]([C:20]2[CH:38]=[CH:37][C:36]([O:35][C:32]3[CH:31]=[CH:30][CH:29]=[CH:34][CH:33]=3)=[CH:41][CH:40]=2)[CH:23]=[CH:22][N:9]1[C:8]1[CH:10]=[CH:11][C:5]([NH:1][C:2](=[O:3])[CH3:4])=[CH:6][CH:7]=1. Procedure: 4-Acetaminoaniline was reacted with carbonyidiimidazole and (2,2-dimethoxyethyl)-(4-phenoxyphenyl)amine as described in example 92, followed by treatment of the crude product with trifluoroacetic acid at 80° C. The product is precipitated on addition of ethyl acetate/heptane 1:1. The precipitated solid was filtered off and dried in a vacuum oven at 40° C. The product with the molecular weight of 385.43 (C23H17N3O2); MS (ESI): 386 ([M+H]+) was obtained in this way. The reactants are [Br-], C1CCOC1, C=C[Mg+], Cl, CON(C)C(=O)Cc1ccc(F)cc1. Product: C=CC(=O)Cc1ccc(F)cc1. RXN SMILES: [Br-:1].[CH2:20]1[O:21][CH2:22][CH2:23][CH2:24]1.[CH:2](=[CH2:3])[Mg+:4].[ClH:19].[F:5][c:6]1[cH:7][cH:8][c:9]([CH2:12][C:13](=[O:14])[N:15]([O:16][CH3:17])[CH3:18])[cH:10][cH:11]1>>[CH:2](=[CH2:3])[C:13]([CH2:12][c:9]1[cH:8][cH:7][c:6]([F:5])[cH:11][cH:10]1)=[O:14]. Starting materials: C(#N)COC1=CC=C2C(CC(OC2=C1)(C)C)C1=CC(=CC=C1)C(F)(F)F (7-cyanomethyloxy-2,2-dimethyl-4-(3-trifluoromethylphenyl) chroman), Br (hydrogen bromide). Reagents/catalysts: [Pd] (palladium on charcoal). The solvent is C(C)O (ethanol). Product: Br.NCCOC1=CC=C2C(CC(OC2=C1)(C)C)C1=CC(=CC=C1)C(F)(F)F (7-Aminoethyloxy-2,2-dimethyl-4-(3-trifluoromethylphenyl) chroman hydrobromide). As a reaction SMILES: [C:1]([CH2:3][O:4][C:5]1[CH:14]=[C:13]2[C:8]([CH:9]([C:17]3[CH:22]=[CH:21][CH:20]=[C:19]([C:23]([F:26])([F:25])[F:24])[CH:18]=3)[CH2:10][C:11]([CH3:16])([CH3:15])[O:12]2)=[CH:7][CH:6]=1)#[N:2].[BrH:27]>[Pd].C(O)C>[BrH:27].[NH2:2][CH2:1][CH2:3][O:4][C:5]1[CH:14]=[C:13]2[C:8]([CH:9]([C:17]3[CH:22]=[CH:21][CH:20]=[C:19]([C:23]([F:26])([F:24])[F:25])[CH:18]=3)[CH2:10][C:11]([CH3:15])([CH3:16])[O:12]2)=[CH:7][CH:6]=1 |f:4.5|. Procedure: A solution of 7-cyanomethyloxy-2,2-dimethyl-4-(3-trifluoromethylphenyl) chroman (5.4 g) and 10% palladium on charcoal (0.5 g) in ethanol (75 ml) was hydrogenated at atmospheric pressure. The catalyst was removed by filtration and the filtrate evaporated under reduced pressure to give an oil which was treated with ethereal hydrogen bromide to give the title compound (4 g) as a very hygroscopic non-crystalline compound.